From a dataset of the Open Reaction Database (ORD), a public repository of structured organic reaction records. describe an organic reaction: reactants, conditions, products, and yield The reactants are FC1=C(C(=CC=C1)F)[N+](=O)[O-] (2,6-difluoronitrobenzene), COC(CC(C1=CC=CC=C1)N)=O (methyl-3-amino-3-phenylpropanoate), C([O-])([O-])=O.[K+].[K+] (potassium carbonate), N1CCC(CC1)C(=O)O (4-Piperidinecarboxylic acid). The solvent is CS(=O)C (DMSO), O (water). Run at time 24 hour. Product: COC(CC(C1=CC=CC=C1)NC=1C(=C(C=CC1)N1CCC(CC1)C(=O)O)[N+](=O)[O-])=O (1-{3-[(3-Methoxy-3-oxo-1-phenylpropyl)amino]-2-nitrophenyl}-4-piperidinecarboxylic acid). As a reaction SMILES: F[C:2]1[CH:7]=[CH:6][CH:5]=[C:4](F)[C:3]=1[N+:9]([O-:11])=[O:10].[CH3:12][O:13][C:14](=[O:24])[CH2:15][CH:16]([NH2:23])[C:17]1[CH:22]=[CH:21][CH:20]=[CH:19][CH:18]=1.C(=O)([O-])[O-].[K+].[K+].[NH:31]1[CH2:36][CH2:35][CH:34]([C:37]([OH:39])=[O:38])[CH2:33][CH2:32]1>CS(C)=O.O>[CH3:12][O:13][C:14](=[O:24])[CH2:15][CH:16]([NH:23][C:2]1[C:3]([N+:9]([O-:11])=[O:10])=[C:4]([N:31]2[CH2:36][CH2:35][CH:34]([C:37]([OH:39])=[O:38])[CH2:33][CH2:32]2)[CH:5]=[CH:6][CH:7]=1)[C:17]1[CH:22]=[CH:21][CH:20]=[CH:19][CH:18]=1 |f:2.3.4|. Reported procedure: To a solution of 2,6-difluoronitrobenzene (272 mg, 1.71 mmol) in DMSO (2 mL) was added methyl-3-amino-3-phenylpropanoate (553 mg, 2.57 mmol) and potassium carbonate (709 mg, 5.13 mmol), and the suspension stirred at room temperature for 24 hours. 4-Piperidinecarboxylic acid (335 mg, 2.59 mmol) was added, and the resulting suspension stirred at room temperature for 24 hours, and then heated at 100° C. for 3 hours. The suspension was cooled to room temperature, and diluted with water. The aqueous ... Reactants: C1(=CC=CC=C1)C1=NC=CC=C1 (2-Phenylpyridine), Intermediate 14, Cl (HCl), [OH-].[Na+] (sodium hydroxide). Reagents/catalysts: [Pt]=O (platinum oxide). Run in CCO (EtOH). Run at time 72 hour. The product is C1(=CC=CC=C1)C1NCCCC1 (2-Phenylpiperidine). As a reaction SMILES: [C:1]1([C:7]2[CH:12]=[CH:11][CH:10]=[CH:9][N:8]=2)[CH:6]=[CH:5][CH:4]=[CH:3][CH:2]=1.Cl.[OH-].[Na+]>CCO.[Pt]=O>[C:1]1([CH:7]2[CH2:12][CH2:11][CH2:10][CH2:9][NH:8]2)[CH:6]=[CH:5][CH:4]=[CH:3][CH:2]=1 |f:2.3|. Procedure: 2-Phenylpyridine, Intermediate 14, (4.0 g, 25.81 mmol), and concentrated HCl (3 mL) in EtOH (15 mL) were treated with platinum oxide and subjected to catalytic hydrogenation (˜1 atm, balloon), at room temperature for 72 hours. After removal of the catalyst by filtration, the solution was evaporated in vacuo to a pale yellow HCl salt of the product. The free base is obtained by treating the residue with 10% aqueous sodium hydroxide. The aqueous is then extracted with Et2O several times and the ex... Reactants: COc1cc2ncnc(Nc3cccc(Br)c3)c2cc1NC(=O)C=CCN(CCO)CC(=O)OC(C)(C)C, ClCCl, O=C(O)C(F)(F)F. Yields the product COc1cc2ncnc(Nc3cccc(Br)c3)c2cc1NC(=O)C=CCN(CCO)CC(=O)O. As a reaction SMILES: [Br:8][c:9]1[cH:10][c:11]([NH:15][c:16]2[n:17][cH:18][n:19][c:20]3[cH:21][c:22]([O:44][CH3:45])[c:23]([NH:26][C:27]([CH:28]=[CH:29][CH2:30][N:31]([CH2:32][CH2:33][OH:34])[CH2:35][C:36](=[O:37])[O:38][C:39]([CH3:40])([CH3:41])[CH3:42])=[O:43])[cH:24][c:25]23)[cH:12][cH:13][cH:14]1.[CH2:46]([Cl:47])[Cl:48].[OH:1][C:2]([C:3]([F:4])([F:5])[F:6])=[O:7]>>[Br:8][c:9]1[cH:10][c:11]([NH:15][c:16]2[n:17][cH:18][n:19][c:20]3[cH:21][c:22]([O:44][CH3:45])[c:23]([NH:26][C:27]([CH:28]=[CH:29][CH2:30][N:31]([CH2:32][CH2:33][OH:34])[CH2:35][C:36](=[O:37])[OH:38])=[O:43])[cH:24][c:25]23)[cH:12][cH:13][cH:14]1. RXN SMILES: [O:1]([CH2:9][CH:10]1[CH2:13][CH:12]([OH:14])[CH2:11]1)[Si:2]([C:5]([CH3:8])([CH3:7])[CH3:6])([CH3:4])[CH3:3].[O:15]1[CH:20]=[CH:19][CH2:18][CH2:17][CH2:16]1>ClCCl.C1(C)C(S(O)(=O)=O)=CC=CC=1>[C:5]([Si:2]([CH3:4])([CH3:3])[O:1][CH2:9][CH:10]1[CH2:11][CH:12]([O:14][CH:16]2[CH2:17][CH2:18][CH2:19][CH2:20][O:15]2)[CH2:13]1)([CH3:8])([CH3:7])[CH3:6]. Starting materials: O([Si](C)(C)C(C)(C)C)CC1CC(C1)O (3-(tert-Butyl dimethylsilanoxymethyl)-cyclobutanol), O1CCCC=C1 (dihydropyran). Reagents/catalysts: C=1(C(=CC=CC1)S(=O)(=O)O)C (toluenesulphonic acid). The solvent is ClCCl (dichloromethane), ClCCl (dichloromethane). Product: C(C)(C)(C)[Si](OCC1CC(C1)OC1OCCCC1)(C)C (tert-Butyl dimethyl-[3-(tetrahydropyran-2-yloxy)-cyclobutylmethoxy]-silane). Isolated yield 79.9%. Reported procedure: 3-(tert-Butyl dimethylsilanoxymethyl)-cyclobutanol (1.46 g) in dry dichloromethane was treated with dihydropyran (1.7 g) and toluenesulphonic acid (0.01 g) for 3 hours. The reaction mixture was diluted with dichloromethane, the organic extracts were washed with brine, dried over sodium sulfate and concentrated under reduced pressure. The residue was purified by column chromatography on silica gel, eluting with ethyl acetate in cyclohexane (0 to 1:9 by volume) to give the title compound (1.62 g). Starting materials: CN1C(=NC=C1C=NNC(=S)N)[N+](=O)[O-] (1-methyl-2-nitro-5-imidazolecarboxaldehyde thiosemicarbazone), FeNH4 (SO4)2. Run in O (water). Run at time 2 hour. Product: NC=1SC(=NN1)C1=CN=C(N1C)[N+](=O)[O-] (2-Amino-5-(1-methyl-2-nitro-5-imidazolyl)-1,3,4-thiadiazole). Reaction SMILES: [CH3:1][N:2]1[C:6]([CH:7]=[N:8][NH:9][C:10]([NH2:12])=[S:11])=[CH:5][N:4]=[C:3]1[N+:13]([O-:15])=[O:14]>O>[NH2:12][C:10]1[S:11][C:7]([C:6]2[N:2]([CH3:1])[C:3]([N+:13]([O-:15])=[O:14])=[N:4][CH:5]=2)=[N:8][N:9]=1. Procedure details: 2 Grams of 1-methyl-2-nitro-5-imidazolecarboxaldehyde thiosemicarbazone are added to a solution of 17.1 g. of FeNH4 (SO4)2. 12H2O in 35 ml. of water. The mixture is stirred at 80°-90° C. for 2 hours, and, after cooling, the solid product is collected on the filter and washed with water. The crude compound is crystallized from a mixture of methanol and dimethylformamide. Yield 0.95 g. (48%), m.p. 263°-265° C. The reactants are C[C@]12CC[C@@H]3C=4C=CC(=CC4CC[C@H]3[C@@H]1CCC2=O)O (Estrone), CC(C)([O-])C.[K+] (Potassium tert-butoxide), O (water). Yields the product CC12C(CCC1C1CCC=3C=C(C=CC3C1CC2)O)=C (13-Methyl-17-methylene-7,8,9,11,12,13,14,15,16,17-decahydro-6H-cyclopenta[a]phenanthren-3-ol). Isolated yield 10.7%. Solvent: C1CCOC1 (THF), C1CCOC1 (THF). Conditions: time 10 minute. Reagents/catalysts: [Br-].C[P+](C1=CC=CC=C1)(C1=CC=CC=C1)C1=CC=CC=C1 (Methyl triphenylphosphonium bromide). Procedure details: Potassium tert-butoxide (220 mg, 1.96 mmol) was added to dry THF (5 ml) and stirred for 10 minutes to complete dissolution of the salt. Methyl triphenylphosphonium bromide (700 mg, 1.96 mmol) was added portionwise to the salt solution. Estrone (500 mg, 1.85 mmol) was dissolved in THF (5 ml) and added dropwise via a syringe to the bright yellow solution. After stirring at room temperature for 2 h, the reaction was heated at reflux overnight. The reaction was cooled, water added (10 ml) and the mi... As a reaction SMILES: [CH3:1]C(C)([O-])C.[K+].[CH3:7][C@@:8]12[C:24](=O)[CH2:23][CH2:22][C@H:21]1[C@H:20]1[C@@H:11]([C:12]3[CH:13]=[CH:14][C:15]([OH:26])=[CH:16][C:17]=3[CH2:18][CH2:19]1)[CH2:10][CH2:9]2.O>[Br-].C[P+](C1C=CC=CC=1)(C1C=CC=CC=1)C1C=CC=CC=1.C1COCC1>[CH3:7][C:8]12[CH2:9][CH2:10][CH:11]3[CH:20]([CH2:19][CH2:18][C:17]4[CH:16]=[C:15]([OH:26])[CH:14]=[CH:13][C:12]=43)[CH:21]1[CH2:22][CH2:23][C:24]2=[CH2:1] |f:0.1,4.5|. RXN SMILES: [C:1]([Si:2]([c:3]1[cH:4][cH:5][cH:47][cH:48][cH:49]1)([O:6][c:7]1[cH:8][cH:9][c:10]([O:11][CH2:12][CH:13]([CH2:14][NH:15][CH2:16][CH2:17][c:18]2[cH:19][cH:20][c:21]([NH:22][CH:23]3[CH2:24][CH2:25][N:26]([C:29](=[O:30])[NH:31][CH2:32][CH2:33][CH2:34][c:35]4[cH:36][cH:37][c:38]([CH3:41])[cH:39][cH:40]4)[CH2:27][CH2:28]3)[cH:42][cH:43]2)[OH:44])[cH:45][cH:46]1)[c:50]1[cH:51][cH:52][cH:53][cH:54][cH:55]1)([CH3:56])([CH3:57])[CH3:58].[CH3:59][OH:60].[CH:61]([Cl:62])([Cl:63])[Cl:64]>>[OH:6][c:7]1[cH:8][cH:9][c:10]([O:11][CH2:12][CH:13]([CH2:14][NH:15][CH2:16][CH2:17][c:18]2[cH:19][cH:20][c:21]([NH:22][CH:23]3[CH2:24][CH2:25][N:26]([C:29](=[O:30])[NH:31][CH2:32][CH2:33][CH2:34][c:35]4[cH:36][cH:37][c:38]([CH3:41])[cH:39][cH:40]4)[CH2:27][CH2:28]3)[cH:42][cH:43]2)[OH:44])[cH:45][cH:46]1. The reactants are Cc1ccc(CCCNC(=O)N2CCC(Nc3ccc(CCNCC(O)COc4ccc(O[Si](c5ccccc5)(c5ccccc5)C(C)(C)C)cc4)cc3)CC2)cc1, CO, ClC(Cl)Cl. Yields the product Cc1ccc(CCCNC(=O)N2CCC(Nc3ccc(CCNCC(O)COc4ccc(O)cc4)cc3)CC2)cc1. Starting materials: CSc1ccc(N)cc1, CC(=O)[O-], CCOC(C)=O, Cc1nc(Cl)c2ccccc2n1, [Na+]. Product: CSc1ccc(Nc2nc(C)nc3ccccc23)cc1. Reaction SMILES: [CH3:13][S:14][c:15]1[cH:16][cH:17][c:18]([NH2:19])[cH:20][cH:21]1.[CH3:23][C:24](=[O:25])[O-:26].[CH3:27][CH2:28][O:29][C:30](=[O:31])[CH3:32].[Cl:1][c:2]1[n:3][c:4]([CH3:12])[n:5][c:6]2[cH:7][cH:8][cH:9][cH:10][c:11]12.[Na+:22]>>[c:2]1([NH:19][c:18]2[cH:17][cH:16][c:15]([S:14][CH3:13])[cH:21][cH:20]2)[n:3][c:4]([CH3:12])[n:5][c:6]2[cH:7][cH:8][cH:9][cH:10][c:11]12. The reactants are CCOC(=O)C1CCc2c([nH]c3ccc(Cl)cc23)C1, CN(C)C=O, O=C(Cl)c1ccc(Cl)cc1, [H-], [Na+]. Product: CCOC(=O)C1CCc2c(n(C(=O)c3ccc(Cl)cc3)c3ccc(Cl)cc23)C1. RXN SMILES: [CH2:1]([CH3:2])[O:3][C:4](=[O:5])[CH:6]1[CH2:7][c:8]2[nH:9][c:10]3[cH:11][cH:12][c:13]([Cl:19])[cH:14][c:15]3[c:16]2[CH2:17][CH2:18]1.[CH3:32][N:33]([CH3:34])[CH:35]=[O:36].[Cl:22][c:23]1[cH:24][cH:25][c:26]([C:27](=[O:28])[Cl:29])[cH:30][cH:31]1.[H-:20].[Na+:21]>>[CH2:1]([CH3:2])[O:3][C:4](=[O:5])[CH:6]1[CH2:7][c:8]2[n:9]([C:27]([c:26]3[cH:25][cH:24][c:23]([Cl:22])[cH:31][cH:30]3)=[O:28])[c:10]3[cH:11][cH:12][c:13]([Cl:19])[cH:14][c:15]3[c:16]2[CH2:17][CH2:18]1.